From a dataset of the Open Reaction Database (ORD), a public repository of structured organic reaction records. describe an organic reaction: reactants, conditions, products, and yield Yields the product C1(CCCC1)C(CN1C=NC=C1)C1=C(C=C(C=C1)Cl)Cl (1-[2-cyclopentyl-2-(2,4-dichlorophenyl)-ethyl]-1H-imidazole). RXN SMILES: [NH:1]1[CH:5]=[CH:4][N:3]=[CH:2]1.CS(O[CH2:11][CH:12]([CH:21]1[CH2:25][CH2:24][CH2:23][CH2:22]1)[C:13]1[CH:18]=[CH:17][C:16]([Cl:19])=[CH:15][C:14]=1[Cl:20])(=O)=O>CN(C)C=O>[CH:21]1([CH:12]([C:13]2[CH:18]=[CH:17][C:16]([Cl:19])=[CH:15][C:14]=2[Cl:20])[CH2:11][N:1]2[CH:5]=[CH:4][N:3]=[CH:2]2)[CH2:25][CH2:24][CH2:23][CH2:22]1. Solvent: CN(C=O)C (N,N-dimethylformamide). Procedure details: A mixture of 18 parts of 1H-imidazole, 18 parts of 2,4-dichloro-β-cyclopentylbenzeneethanol methanesulfonate and 225 parts of N,N-dimethylformamide is stirred and refluxed overnight. The reaction mixture is cooled and poured onto water. The product is extracted three times with trichloromethane. The combined extracts are washed three times with water and stirred with silicagel. The latter is filtered off and the filtrate is evaporated. The residue is crystallized from petroleumether. The product... Reactants: 18, N1C=NC=C1 (1H-imidazole), CS(=O)(=O)OCC(C1=C(C=C(C=C1)Cl)Cl)C1CCCC1 (2,4-dichloro-β-cyclopentylbenzeneethanol methanesulfonate). The reactants are diol, C1(O)=CC=C(O)C=C1 (hydroquinone). Reagents/catalysts: [O-2].[O-2].[Mn+4] (manganese dioxide). The solvent is ClCCCl (1,2-dichloroethane). The product is O[C@H](CCCC(C=C)=O)CCCCC (7(S)-hydroxy-1-dodecen-3-one). As a reaction SMILES: [C:1]1([CH:8]=[CH:7][C:5]([OH:6])=[CH:4][CH:3]=1)O>ClCCCl.[O-2].[O-2].[Mn+4]>[OH:6][C@@H:5]([CH2:4][CH2:3][CH2:7][CH2:8][CH3:1])[CH2:7][CH2:8][CH2:1][C:5](=[O:6])[CH:4]=[CH2:3] |f:2.3.4|. Procedure: A solution of 5.22 grams of the diol in 1,2-dichloroethane was stirred with 63 grams of manganese dioxide in the presence of 50 milligrams of hydroquinone for one hour. After filtration to remove the manganese dioxide, washing with additional dichloroethane and ether, and evaporation of the filtrate at 30°C., there was obtained 3.98 grams of optically active 7(S)-hydroxy-1-dodecen-3-one. Starting materials: O=C(O)c1ccc(CBr)s1, CCO, ClCCl, [Na+], [OH-], CCOP(OCC)OCC. The product is CCOP(=O)(Cc1ccc(C(=O)O)s1)OCC. Reaction SMILES: [Br:11][CH2:12][c:13]1[cH:14][cH:15][c:16]([C:18](=[O:19])[OH:20])[s:17]1.[CH3:26][CH2:27][OH:28].[Cl:23][CH2:24][Cl:25].[Na+:22].[OH-:21].[P:1]([O:2][CH2:3][CH3:4])([O:5][CH2:6][CH3:7])[O:8][CH2:9][CH3:10]>>[P:1]([O:2][CH2:3][CH3:4])(=[O:5])([O:8][CH2:9][CH3:10])[CH2:12][c:13]1[cH:14][cH:15][c:16]([C:18](=[O:19])[OH:20])[s:17]1. Starting materials: Cc1cc(Br)cc(C)c1Oc1nc(Cl)nc(C)c1[N+](=O)[O-], C1CCOC1, CO, N#Cc1ccc(N)cc1, c1ccncc1. Product: Cc1cc(Br)cc(C)c1Oc1nc(Nc2ccc(C#N)cc2)nc(C)c1[N+](=O)[O-]. Reaction SMILES: [Br:1][c:2]1[cH:3][c:4]([CH3:21])[c:5]([O:6][c:7]2[n:8][c:9]([Cl:17])[n:10][c:11]([CH3:16])[c:12]2[N+:13](=[O:14])[O-:15])[c:18]([CH3:20])[cH:19]1.[CH2:37]1[O:38][CH2:39][CH2:40][CH2:41]1.[CH3:42][OH:43].[NH2:22][c:23]1[cH:24][cH:25][c:26]([C:27]#[N:28])[cH:29][cH:30]1.[cH:31]1[cH:32][cH:33][n:34][cH:35][cH:36]1>>[Br:1][c:2]1[cH:3][c:4]([CH3:21])[c:5]([O:6][c:7]2[n:8][c:9]([NH:22][c:23]3[cH:24][cH:25][c:26]([C:27]#[N:28])[cH:29][cH:30]3)[n:10][c:11]([CH3:16])[c:12]2[N+:13](=[O:14])[O-:15])[c:18]([CH3:20])[cH:19]1.